Dataset: the Open Reaction Database (ORD), a public repository of structured organic reaction records. Task: describe an organic reaction: reactants, conditions, products, and yield Starting materials: CCOC(=O)C(C(=O)OCC)C(=O)C(C)(C)c1ccc(Br)cc1, O=S(=O)(O)O. The product is CCOC(=O)C1=C(O)c2cc(Br)ccc2C(C)(C)C1=O. As a reaction SMILES: [Br:1][c:2]1[cH:3][cH:4][c:5]([C:8]([C:9](=[O:10])[CH:11]([C:12](=[O:13])[O:14][CH2:15][CH3:16])[C:17](=[O:18])[O:19][CH2:20][CH3:21])([CH3:22])[CH3:23])[cH:6][cH:7]1.[S:24](=[O:25])(=[O:26])([OH:27])[OH:28]>>[Br:1][c:2]1[cH:3][cH:4][c:5]2[c:6]([cH:7]1)[C:12]([OH:13])=[C:11]([C:17](=[O:18])[O:19][CH2:20][CH3:21])[C:9](=[O:10])[C:8]2([CH3:22])[CH3:23].